This data is from the Open Reaction Database (ORD), a public repository of structured organic reaction records. The task is: describe an organic reaction: reactants, conditions, products, and yield Reactants: Cc1cc(-c2cccc(C(=O)CC(=O)Nc3cc(C(F)(F)F)c(N(C)C(C)C)cc3NC(=O)OC(C)(C)C)c2)cc(C)n1, ClCCl, O=C(O)C(F)(F)F. Yields the product Cc1cc(-c2cccc(C3=Nc4cc(N(C)C(C)C)c(C(F)(F)F)cc4NC(=O)C3)c2)cc(C)n1. As a reaction SMILES: [C:1]([O:2][C:3](=[O:4])[NH:7][c:8]1[c:9]([NH:23][C:24]([CH2:25][C:26](=[O:5])[c:28]2[cH:29][c:30](-[c:34]3[cH:35][c:36]([CH3:41])[n:37][c:38]([CH3:40])[cH:39]3)[cH:31][cH:32][cH:33]2)=[O:42])[cH:10][c:11]([C:19]([F:20])([F:21])[F:22])[c:12]([N:14]([CH3:15])[CH:16]([CH3:17])[CH3:18])[cH:13]1)([CH3:6])([CH3:27])[CH3:43].[Cl:51][CH2:52][Cl:53].[F:44][C:45]([F:46])([F:47])[C:48]([OH:49])=[O:50]>>[N:7]1=[C:26]([c:28]2[cH:29][c:30](-[c:34]3[cH:35][c:36]([CH3:41])[n:37][c:38]([CH3:40])[cH:39]3)[cH:31][cH:32][cH:33]2)[CH2:25][C:24](=[O:42])[NH:23][c:9]2[c:8]1[cH:13][c:12]([N:14]([CH3:15])[CH:16]([CH3:17])[CH3:18])[c:11]([C:19]([F:20])([F:21])[F:22])[cH:10]2. Starting materials: FC(C=1C=C(C=CC1)CS(=O)(=O)C=1C=C2CC(NC2=CC1)=O)(F)F (5-(3-Trifluoromethyl-phenylmethanesulfonyl)-1,3-dihydro-indol-2-one), C(C)N(CCNC(=O)C1=C(NC(=C1C)C=O)C)CC (5-formyl-2,4-dimethyl-1H-pyrrole-3-carboxylic acid (2-diethylamino-ethyl)-amide), N1CCCCC1 (piperidine). Yield: 62.2%. Solvent: C(C)O (ethanol). Yields the product C(C)N(CCNC(=O)C1=C(NC(=C1C)\C=C\1/C(NC2=CC=C(C=C12)S(=O)(=O)CC1=CC(=CC=C1)C(F)(F)F)=O)C)CC (2,4-dimethyl-5-[2-oxo-5-(3-trifluoromethyl-phenylmethanesulfonyl)-1,2-dihydro-indol-(3Z)-ylidenemethyl]-1H-pyrrole-3-carboxylic acid (2-diethylamino-ethyl)-amide). RXN SMILES: [F:1][C:2]([F:24])([F:23])[C:3]1[CH:4]=[C:5]([CH2:9][S:10]([C:13]2[CH:14]=[C:15]3[C:19](=[CH:20][CH:21]=2)[NH:18][C:17](=[O:22])[CH2:16]3)(=[O:12])=[O:11])[CH:6]=[CH:7][CH:8]=1.[CH2:25]([N:27]([CH2:42][CH3:43])[CH2:28][CH2:29][NH:30][C:31]([C:33]1[C:37]([CH3:38])=[C:36]([CH:39]=O)[NH:35][C:34]=1[CH3:41])=[O:32])[CH3:26].N1CCCCC1>C(O)C>[CH2:42]([N:27]([CH2:25][CH3:26])[CH2:28][CH2:29][NH:30][C:31]([C:33]1[C:37]([CH3:38])=[C:36](/[CH:39]=[C:16]2\[C:17](=[O:22])[NH:18][C:19]3[C:15]\2=[CH:14][C:13]([S:10]([CH2:9][C:5]2[CH:6]=[CH:7][CH:8]=[C:3]([C:2]([F:1])([F:23])[F:24])[CH:4]=2)(=[O:12])=[O:11])=[CH:21][CH:20]=3)[NH:35][C:34]=1[CH3:41])=[O:32])[CH3:43]. Conditions: temperature 25 celsius, time 3 day. Procedure details: To a solution of 5-(3-Trifluoromethyl-phenylmethanesulfonyl)-1,3-dihydro-indol-2-one (100 mg, 0.28 mmol) and 5-formyl-2,4-dimethyl-1H-pyrrole-3-carboxylic acid (2-diethylamino-ethyl)-amide (75 mg, 0.28 mmol) in ethanol (4 mL) was added piperidine (0.1 mL). The reaction mixture was stirred at 25° C. for three days. The solvent was evaporated and the residue was purified on a silica gel column eluting with MeOH—CH2Cl2 1:9 to provide 105 mg (62%) of 2,4-dimethyl-5-[2-oxo-5-(3-trifluoromethyl-phenyl... Starting materials: Brc1ccccc1, O=C([O-])[O-], [Cs+], [Cs+], C1COCCO1, O=C(C=Cc1ccccc1)C=Cc1ccccc1, O=C(C=Cc1ccccc1)C=Cc1ccccc1, O=C(C=Cc1ccccc1)C=Cc1ccccc1, CCOC(=O)C1CNc2ccccc2O1, O, [Pd], [Pd]. Yields the product CCOC(=O)C1CN(c2ccccc2)c2ccccc2O1. Reaction SMILES: [Br:1][c:2]1[cH:3][cH:4][cH:5][cH:6][cH:7]1.[C:23](=[O:24])([O-:25])[O-:26].[Cs+:27].[Cs+:28].[O:29]1[CH2:30][CH2:31][O:32][CH2:33][CH2:34]1.[O:38]=[C:39]([CH:40]=[CH:41][c:42]1[cH:43][cH:44][cH:45][cH:46][cH:47]1)[CH:48]=[CH:49][c:50]1[cH:51][cH:52][cH:53][cH:54][cH:55]1.[O:56]=[C:57]([CH:58]=[CH:59][c:60]1[cH:61][cH:62][cH:63][cH:64][cH:65]1)[CH:66]=[CH:67][c:68]1[cH:69][cH:70][cH:71][cH:72][cH:73]1.[O:74]=[C:75]([CH:76]=[CH:77][c:78]1[cH:79][cH:80][cH:81][cH:82][cH:83]1)[CH:84]=[CH:85][c:86]1[cH:87][cH:88][cH:89][cH:90][cH:91]1.[O:8]1[c:9]2[c:10]([cH:19][cH:20][cH:21][cH:22]2)[NH:11][CH2:12][CH:13]1[C:14](=[O:15])[O:16][CH2:17][CH3:18].[OH2:35].[Pd:36].[Pd:37]>>[c:2]1([N:11]2[c:10]3[c:9]([cH:22][cH:21][cH:20][cH:19]3)[O:8][CH:13]([C:14](=[O:15])[O:16][CH2:17][CH3:18])[CH2:12]2)[cH:3][cH:4][cH:5][cH:6][cH:7]1.